From a dataset of the Open Reaction Database (ORD), a public repository of structured organic reaction records. describe an organic reaction: reactants, conditions, products, and yield The reagents and catalysts are [Rh] (Rhodium on carbon). As a reaction SMILES: [CH2:1]([O:3][C:4](=[O:39])[CH:5]=[CH:6][C:7]1[CH:11]=[CH:10][O:9][C:8]=1[C:12](=[O:38])[CH2:13][CH:14]1[CH2:19][CH2:18][C:17]([S:28]([C:31]2[CH:36]=[CH:35][C:34]([Cl:37])=[CH:33][CH:32]=2)(=[O:30])=[O:29])([C:20]2[CH:25]=[C:24]([F:26])[CH:23]=[CH:22][C:21]=2[F:27])[CH2:16][CH2:15]1)[CH3:2]>[Rh].CO>[CH2:1]([O:3][C:4](=[O:39])[CH2:5][CH2:6][C:7]1[CH:11]=[CH:10][O:9][C:8]=1[C:12](=[O:38])[CH2:13][CH:14]1[CH2:19][CH2:18][C:17]([S:28]([C:31]2[CH:36]=[CH:35][C:34]([Cl:37])=[CH:33][CH:32]=2)(=[O:29])=[O:30])([C:20]2[CH:25]=[C:24]([F:26])[CH:23]=[CH:22][C:21]=2[F:27])[CH2:16][CH2:15]1)[CH3:2]. Reported procedure: Rhodium on carbon catalyst (15 mg) was added to a solution of the product from Example 145 (100 mg, 0.17 mmol) in methanol (30 mL) and the reaction hydrogenated at 30 psi for 4 hours. The mixture was then filtered through Celite® and evaporated to give an oil. (100 mg). MS (ES+) 579 ([MH]+). The solvent is CO (methanol). The product is C(C)OC(CCC1=C(OC=C1)C(CC1CCC(CC1)(C1=C(C=CC(=C1)F)F)S(=O)(=O)C1=CC=C(C=C1)Cl)=O)=O (3-(2-[2-{4-(4-Chloro-benzenesulfonyl)-4-(2,5-difluoro-phenyl)-cyclohexyl]-acetyl}-furan-3-yl)-propionic acid ethyl ester). Reactants: C(C)OC(C=CC1=C(OC=C1)C(CC1CCC(CC1)(C1=C(C=CC(=C1)F)F)S(=O)(=O)C1=CC=C(C=C1)Cl)=O)=O (3-(2-{2-[4-(4-Chloro-benzenesulfonyl)-4-(2,5-difluoro-phenyl)-cyclohexyl]-acetyl}-furan-3-yl)-acrylic acid ethyl ester).